From a dataset of the Open Reaction Database (ORD), a public repository of structured organic reaction records. describe an organic reaction: reactants, conditions, products, and yield Reactants: CC(C)(C)c1csc(-c2cc3cc(C(=O)n4cc(CC(=O)OCc5ccccc5)c5cc([N+](=O)[O-])ccc54)ccc3o2)n1, CCO, [Cl-], [Fe], [NH4+], O. Yields the product CC(C)(C)c1csc(-c2cc3cc(C(=O)n4cc(CC(=O)OCc5ccccc5)c5cc(N)ccc54)ccc3o2)n1. Reaction SMILES: [C:1]([CH3:2])([CH3:3])([CH3:4])[c:5]1[n:6][c:7](-[c:10]2[o:11][c:12]3[c:13]([cH:14]2)[cH:15][c:16]([C:19](=[O:20])[n:21]2[cH:22][c:23]([CH2:33][C:34](=[O:35])[O:36][CH2:37][c:38]4[cH:39][cH:40][cH:41][cH:42][cH:43]4)[c:24]4[cH:25][c:26]([N+:30]([O-:31])=[O:32])[cH:27][cH:28][c:29]24)[cH:17][cH:18]3)[s:8][cH:9]1.[CH3:46][CH2:47][OH:48].[Cl-:44].[Fe:49].[NH4+:45].[OH2:50]>>[C:1]([CH3:2])([CH3:3])([CH3:4])[c:5]1[n:6][c:7](-[c:10]2[o:11][c:12]3[c:13]([cH:14]2)[cH:15][c:16]([C:19](=[O:20])[n:21]2[cH:22][c:23]([CH2:33][C:34](=[O:35])[O:36][CH2:37][c:38]4[cH:39][cH:40][cH:41][cH:42][cH:43]4)[c:24]4[cH:25][c:26]([NH2:30])[cH:27][cH:28][c:29]24)[cH:17][cH:18]3)[s:8][cH:9]1. Reactants: NC1=NC(=CC(=N1)OC)OC (2-amino-4,6-dimethoxypyrimidine), COC(=O)C=1SC=CC1S(=O)(=O)N=C=O (2-methoxycarbonyl-3-thiophenesulfonyl isocyanate). Solvent: C(C)#N (acetonitrile). Yields the product COC1=NC(=NC(=C1)OC)NC(=O)NS(=O)(=O)C1=C(SC=C1)C(=O)OC (Methyl 3 [[(4,6-dimethoxypyrimidin-2-yl)aminocarbonyl] aminosulfonyl]-2-thiophenecarboxylate). As a reaction SMILES: [NH2:1][C:2]1[N:7]=[C:6]([O:8][CH3:9])[CH:5]=[C:4]([O:10][CH3:11])[N:3]=1.[CH3:12][O:13][C:14]([C:16]1[S:17][CH:18]=[CH:19][C:20]=1[S:21]([N:24]=[C:25]=[O:26])(=[O:23])=[O:22])=[O:15]>C(#N)C>[CH3:9][O:8][C:6]1[CH:5]=[C:4]([O:10][CH3:11])[N:3]=[C:2]([NH:1][C:25]([NH:24][S:21]([C:20]2[CH:19]=[CH:18][S:17][C:16]=2[C:14]([O:13][CH3:12])=[O:15])(=[O:22])=[O:23])=[O:26])[N:7]=1. Procedure details: To 1.5 g of 2-amino-4,6-dimethoxypyrimidine in 30 ml of anhydrous acetonitrile was added 2.7 g of 2-methoxycarbonyl-3-thiophenesulfonyl isocyanate with stirring at ambient temperature. All of the solid reactant dissolved and after twenty minutes of stirring a precipitate started to form. After two hours the mixture was filtered and the solid which was washed with anhydrous ethyl ether, melted at 191°-193°. The solid showed peaks by nuclear magnetic resonance spectroscopy at 4.0 ppm and 3.8 ppm f... The reactants are CC(C)(C)OC(=O)NC1C(=O)NC1CO, CC(O)C(=O)O, CCOC(C)=O, Cc1ccc(S(=O)(=O)Cl)cc1, c1ccncc1. Yields the product Cc1ccc(S(=O)(=O)OCC2NC(=O)C2NC(=O)OC(C)(C)C)cc1. Reaction SMILES: [C:12]([CH3:13])([CH3:14])([CH3:15])[O:16][C:17](=[O:18])[NH:19][CH:20]1[CH:21]([CH2:25][OH:26])[NH:22][C:23]1=[O:24].[CH3:27][CH:28]([C:29](=[O:30])[OH:31])[OH:32].[CH3:33][CH2:34][O:35][C:36](=[O:37])[CH3:38].[c:1]1([CH3:11])[cH:2][cH:3][c:4]([S:7](=[O:8])(=[O:9])[Cl:10])[cH:5][cH:6]1.[cH:39]1[cH:40][cH:41][n:42][cH:43][cH:44]1>>[c:1]1([CH3:11])[cH:2][cH:3][c:4]([S:7](=[O:8])(=[O:9])[O:26][CH2:25][CH:21]2[CH:20]([NH:19][C:17]([O:16][C:12]([CH3:13])([CH3:14])[CH3:15])=[O:18])[C:23](=[O:24])[NH:22]2)[cH:5][cH:6]1. Starting materials: C(C)(=O)O (acetic acid), COC([C@@H](NC(=O)OCC1=CC=CC=C1)CC1=C(C=CC=C1)OCCCC)=O (N-benzyloxycarbonyl-3-[2-butoxyphenyl]-alanine-methyl ester), [BH4-].[Na+] (sodium borohydride), CO (methanol). Solvent: O1CCCC1 (tetrahydrofuran), COC(C)(C)C (tert-butyl methyl ether), O (water). Run at time 5 hour. The product is C(C1=CC=CC=C1)OC(=O)NC(CO)CC1=C(C=CC=C1)OCCCC (N-Benzyloxycarbonyl-2-[2-butoxybenzyl]-2-aminoethanol). Reaction SMILES: C[O:2][C:3](=O)[C@H:4]([CH2:16][C:17]1[CH:22]=[CH:21][CH:20]=[CH:19][C:18]=1[O:23][CH2:24][CH2:25][CH2:26][CH3:27])[NH:5][C:6]([O:8][CH2:9][C:10]1[CH:15]=[CH:14][CH:13]=[CH:12][CH:11]=1)=[O:7].[BH4-].[Na+].CO.C(O)(=O)C>COC(C)(C)C.O1CCCC1.O>[CH2:9]([O:8][C:6]([NH:5][CH:4]([CH2:16][C:17]1[CH:22]=[CH:21][CH:20]=[CH:19][C:18]=1[O:23][CH2:24][CH2:25][CH2:26][CH3:27])[CH2:3][OH:2])=[O:7])[C:10]1[CH:11]=[CH:12][CH:13]=[CH:14][CH:15]=1 |f:1.2|. Reported procedure: 3.9 g (11 mmol) of N-benzyloxycarbonyl-3-[2-butoxyphenyl]-alanine-methyl ester (Example a) is dissolved in 30 ml of tert-butyl methyl ether and mixed with 0.55 g (15 mmol) of sodium borohydride. At 3° C., 8 ml of methanol is added, and it is stirred for five hours at constant temperature. Then, 0.8 ml of acetic acid, dissolved in 3 ml of tetrahydrofuran, is added, mixed with 5 ml of water and stirred for ten minutes at room temperature. The organic phase is separated, washed with water and dried... Starting materials: CCOC(C)=O, COc1ccc2c(Cl)noc2c1, C1CNCCNC1. The product is COc1ccc2c(N3CCCNCC3)noc2c1. As a reaction SMILES: [CH3:20][CH2:21][O:22][C:23]([CH3:24])=[O:25].[Cl:1][c:2]1[n:3][o:4][c:5]2[c:6]1[cH:7][cH:8][c:9]([O:11][CH3:12])[cH:10]2.[NH:13]1[CH2:14][CH2:15][NH:16][CH2:17][CH2:18][CH2:19]1>>[c:2]1([N:13]2[CH2:14][CH2:15][NH:16][CH2:17][CH2:18][CH2:19]2)[n:3][o:4][c:5]2[c:6]1[cH:7][cH:8][c:9]([O:11][CH3:12])[cH:10]2. The reactants are CC(=O)Oc1cc(C)c(F)c(C)c1, [K+], C1COCCO1, [OH-]. Yields the product Cc1cc(O)cc(C)c1F. As a reaction SMILES: [F:1][c:2]1[c:3]([CH3:13])[cH:4][c:5]([O:9][C:10](=[O:11])[CH3:12])[cH:6][c:7]1[CH3:8].[K+:15].[O:16]1[CH2:17][CH2:18][O:19][CH2:20][CH2:21]1.[OH-:14]>>[F:1][c:2]1[c:3]([CH3:13])[cH:4][c:5]([OH:9])[cH:6][c:7]1[CH3:8]. Reactants: ester, COC(C1=C(C=CC(=C1)C=1SC=C(N1)C1=CC(=C(C=C1)Cl)Cl)Br)=O (2-bromo-5-[4-(3,4-dichloro-phenyl)-thiazol-2-yl]-benzoic acid methyl ester), COC(C1=C(C=CC(=C1)C=1SC=C(N1)C1=CC(=C(C=C1)Cl)Cl)Br)=O (2-bromo-5-[4-(3,4-dichloro-phenyl)-thiazol-2-yl]-benzoic acid methyl ester), ClC1=C(C=C(C=C1)F)B(O)O (2-chloro-5-fluorophenylboronic acid). Yields the product ClC1=C(C=C(C=C1)F)C=1C(=CC(=CC1)C=1SC=C(N1)C1=CC(=C(C=C1)Cl)Cl)C(=O)O (2′-chloro-4-[4-(3,4-dichloro-phenyl)-thiazol-2-yl]-5′-fluoro-biphenyl-2-carboxylic acid). Isolated yield 10.0%. RXN SMILES: C[O:2][C:3](=[O:24])[C:4]1[CH:9]=[C:8]([C:10]2[S:11][CH:12]=[C:13]([C:15]3[CH:20]=[CH:19][C:18]([Cl:21])=[C:17]([Cl:22])[CH:16]=3)[N:14]=2)[CH:7]=[CH:6][C:5]=1Br.[Cl:25][C:26]1[CH:31]=[CH:30][C:29]([F:32])=[CH:28][C:27]=1B(O)O>>[Cl:25][C:26]1[CH:31]=[CH:30][C:29]([F:32])=[CH:28][C:27]=1[C:5]1[C:4]([C:3]([OH:2])=[O:24])=[CH:9][C:8]([C:10]2[S:11][CH:12]=[C:13]([C:15]3[CH:20]=[CH:19][C:18]([Cl:21])=[C:17]([Cl:22])[CH:16]=3)[N:14]=2)=[CH:7][CH:6]=1. Procedure details: Using the conditions of General Procedure A for Suzuki Coupling and Hydrolysis in Parallel Mode, 2-bromo-5-[4-(3,4-dichloro-phenyl)-thiazol-2-yl]-benzoic acid methyl ester (which may be prepared as described for Intermediate 6; 111 mg, 0.25 mmol) was reacted with 2-chloro-5-fluorophenylboronic acid (available from Combi-Blocks Inc.; 87 mg, 0.5 mmol). The resulting ester was hydrolyzed and the acid was purified to give 2′-chloro-4-[4-(3,4-dichloro-phenyl)-thiazol-2-yl]-5′-fluoro-biphenyl-2-carbox... Reactants: O=C([O-])O, CCOC(=O)N1C(=O)c2ccccc2C1=O, CC#N, COc1ccc(C(N)CS(C)(=O)=O)cc1OC1CCCC1, [Na+], O. Product: COc1ccc(C(CS(C)(=O)=O)N2C(=O)c3ccccc3C2=O)cc1OC1CCCC1. RXN SMILES: [C:22](=[O:23])([O-:24])[OH:25].[CH2:27]([O:28][C:29]([N:30]1[C:33](=[O:42])[c:34]2[c:35]([cH:38][cH:39][cH:40][cH:41]2)[C:36]1=[O:37])=[O:31])[CH3:32].[CH3:43][C:44]#[N:45].[CH:1]1([O:6][c:7]2[cH:8][c:9]([CH:15]([CH2:16][S:17](=[O:18])(=[O:19])[CH3:20])[NH2:21])[cH:10][cH:11][c:12]2[O:13][CH3:14])[CH2:2][CH2:3][CH2:4][CH2:5]1.[Na+:26].[OH2:46]>>[CH:1]1([O:6][c:7]2[cH:8][c:9]([CH:15]([CH2:16][S:17](=[O:18])(=[O:19])[CH3:20])[N:21]3[C:33](=[O:42])[c:34]4[c:35]([cH:38][cH:39][cH:40][cH:41]4)[C:36]3=[O:37])[cH:10][cH:11][c:12]2[O:13][CH3:14])[CH2:2][CH2:3][CH2:4][CH2:5]1. Reactants: Cc1ccc(C(=O)NNC(C)(C)C)cc1, Cc1ccccc1, O=C(Cl)c1cc(Cl)sc1Cl, [Na+], [OH-], O. Product: Cc1ccc(C(=O)NN(C(=O)c2cc(Cl)sc2Cl)C(C)(C)C)cc1. As a reaction SMILES: [C:1]([CH3:2])([CH3:3])([CH3:4])[NH:5][NH:6][C:7]([c:8]1[cH:9][cH:10][c:11]([CH3:14])[cH:12][cH:13]1)=[O:15].[CH3:29][c:30]1[cH:31][cH:32][cH:33][cH:34][cH:35]1.[Cl:19][c:20]1[s:21][c:22]([Cl:28])[cH:23][c:24]1[C:25](=[O:26])[Cl:27].[Na+:18].[OH-:17].[OH2:16]>>[C:1]([CH3:2])([CH3:3])([CH3:4])[N:5]([NH:6][C:7]([c:8]1[cH:9][cH:10][c:11]([CH3:14])[cH:12][cH:13]1)=[O:15])[C:25]([c:24]1[c:20]([Cl:19])[s:21][c:22]([Cl:28])[cH:23]1)=[O:26]. Reactants: ClC1=C(C=C(C(=O)Cl)C=C1)S(N)(=O)=O (4-chloro-3-sulfamoyl-benzoyl chloride), [Cl-].C(C)[Al+]CC (diethyl aluminum chloride), C1(=CC=CC=C1)N1CCCCC1 (1-phenyl piperidine). Run in ClCCl (dichloromethane). Reaction conditions: time 10 minute. The product is ClC1=C(C=C(C=C1)C(C1=CC=C(C=C1)N1CCCCC1)=O)S(=O)(=O)N (2-Chloro-5-(4-piperidin-1-yl-benzoyl)-benzenesulfonamide). Yield: 40.1%. RXN SMILES: [Cl:1][C:2]1[CH:10]=[CH:9][C:5]([C:6](Cl)=[O:7])=[CH:4][C:3]=1[S:11](=[O:14])(=[O:13])[NH2:12].[Cl-].C([Al+]CC)C.[C:21]1([N:27]2[CH2:32][CH2:31][CH2:30][CH2:29][CH2:28]2)[CH:26]=[CH:25][CH:24]=[CH:23][CH:22]=1>ClCCl>[Cl:1][C:2]1[CH:10]=[CH:9][C:5]([C:6](=[O:7])[C:24]2[CH:23]=[CH:22][C:21]([N:27]3[CH2:28][CH2:29][CH2:30][CH2:31][CH2:32]3)=[CH:26][CH:25]=2)=[CH:4][C:3]=1[S:11]([NH2:12])(=[O:14])=[O:13] |f:1.2|. Procedure details: A solution of 300 mg of 4-chloro-3-sulfamoyl-benzoyl chloride (1.186 mmol, 1 equivalent) in 20 mL of dichloromethane is stirred at room temperature as 2.37 mL of diethyl aluminum chloride (1.0 M in hexane) is added drop-wise. The reaction is stirred at room temperature for 10 minutes, then 229 mg of 1-phenyl piperidine is added. The reaction is stirred at room temperature for 30 minutes. The reaction mixture is poured onto ice-2 N HCl and extracted with dichloromethane. The aqueous layer is then...